Dataset: the Open Reaction Database (ORD), a public repository of structured organic reaction records. Task: describe an organic reaction: reactants, conditions, products, and yield Reactants: CC(=O)Nc1ccc(C(C(C)C)n2cncn2)cc1, Cl, [NH4+], [OH-]. Product: CC(C)C(c1ccc(N)cc1)n1cncn1. As a reaction SMILES: [CH3:1][CH:2]([CH:3]([n:4]1[n:5][cH:6][n:7][cH:8]1)[c:9]1[cH:10][cH:11][c:12]([NH:15][C:16](=[O:17])[CH3:18])[cH:13][cH:14]1)[CH3:19].[ClH:22].[NH4+:21].[OH-:20]>>[CH3:1][CH:2]([CH:3]([n:4]1[n:5][cH:6][n:7][cH:8]1)[c:9]1[cH:10][cH:11][c:12]([NH2:15])[cH:13][cH:14]1)[CH3:19].